This data is from the Open Reaction Database (ORD), a public repository of structured organic reaction records. The task is: describe an organic reaction: reactants, conditions, products, and yield Procedure details: A unique synthesis involving the latter substrates covers the synthesis of 3,3-dinitrobutyrolactone. 2-nitropropionic acid can be nitrated to provide 2,2-dinitropropionic acid, which is formylated to give the corresponding methylol derivative, which is then cyclized to the lactone. As a reaction SMILES: [N+:1]([C:4]1([N+:10]([O-:12])=[O:11])[CH2:9][O:8]C(=O)[CH2:5]1)([O-:3])=[O:2].[N+](C(C)C(O)=O)([O-])=[O:14]>>[N+:1]([C:4]([N+:10]([O-:12])=[O:11])([CH3:5])[C:9]([OH:14])=[O:8])([O-:3])=[O:2]. Yields the product [N+](=O)([O-])C(C(=O)O)(C)[N+](=O)[O-] (2,2-dinitropropionic acid). The reactants are [N+](=O)([O-])C1(CC(=O)OC1)[N+](=O)[O-] (3,3-dinitrobutyrolactone), [N+](=O)([O-])C(C(=O)O)C (2-nitropropionic acid). Starting materials: ClC1=NC(=NC(=C1)Cl)SCC1=C(C(=CC=C1)F)F (4,6-dichloro-2-[(2,3-difluorobenzyl)thio]pyrimidine), FC1=C(C=CC=C1F)CSC1=NC(=CC(=N1)NS(=O)(=O)N1CCC1)OC(CO)CO (N-[2-[[(2,3-difluorophenyl)methyl]thio]-6-[2-hydroxy-1-(hydroxymethyl)ethoxy]-4-pyrimidinyl]-1-azetidinesulfonamide), [C@@H]1([C@@H](CCC1)O)O ((trans)-cyclopentane-1,2-diol), [H-].[Na+] (NaH). Run in C1CCOC1 (THF). Reaction conditions: time 18 hour. The product is ClC1=CC(=NC(=N1)SCC1=C(C(=CC=C1)F)F)[C@H]1[C@@H](CCC1)O ((trans)-2-{6-Chloro-2-[(2,3-difluorobenzyl)thio]pyrimidin-4-yl}cyclopentanol). RXN SMILES: Cl[C:2]1[CH:7]=[C:6]([Cl:8])[N:5]=[C:4]([S:9][CH2:10][C:11]2[CH:16]=[CH:15][CH:14]=[C:13]([F:17])[C:12]=2[F:18])[N:3]=1.FC1C(F)=CC=CC=1CSC1N=C(NS(N2CCC2)(=O)=O)C=C(OC(CO)CO)N=1.[C@@H:49]1(O)[CH2:53][CH2:52][CH2:51][C@H:50]1[OH:54].[H-].[Na+]>C1COCC1>[Cl:8][C:6]1[N:5]=[C:4]([S:9][CH2:10][C:11]2[CH:16]=[CH:15][CH:14]=[C:13]([F:17])[C:12]=2[F:18])[N:3]=[C:2]([C@@H:49]2[CH2:53][CH2:52][CH2:51][C@H:50]2[OH:54])[CH:7]=1 |f:3.4|. Procedure details: To a solution of 4,6-dichloro-2-[(2,3-difluorobenzyl)thio]pyrimidine (the product of example 1 step 2.3 g) and (trans)-cyclopentane-1,2-diol (1 g) in THF (50 ml) was added NaH (0.30 g) slowly and the reaction was then allowed to stir for 18 h at RT. The reaction mixture was then partitioned between DCM (150 ml) and H2O (100 ml). The organics were separated and the aqueous layer was re-extracted with DCM (2×150 ml). Organics were combined, dried (MgSO4) and reduced in vacuo and the resulting clea... Reactants: FC1=CC=C(CN2C(CC(CC2)C(C)([N+](=O)[O-])C)=O)C=C1 (1-(4-fluorobenzyl)-4-(1-methyl-1-nitroethyl)piperidin-2-one), [H][H] (hydrogen). The reagents and catalysts are [Ni] (Raney Nickel). Run in C(C)O (ethanol), O (water). The product is NC(C)(C)C1CC(N(CC1)CC1=CC=C(C=C1)F)=O (4-(1-Amino-1-methylethyl)-1-(4-fluorobenzyl)piperidine-2-one). RXN SMILES: [F:1][C:2]1[CH:21]=[CH:20][C:5]([CH2:6][N:7]2[CH2:12][CH2:11][CH:10]([C:13]([CH3:18])([N+:15]([O-])=O)[CH3:14])[CH2:9][C:8]2=[O:19])=[CH:4][CH:3]=1.[H][H]>C(O)C.[Ni].O>[NH2:15][C:13]([CH:10]1[CH2:11][CH2:12][N:7]([CH2:6][C:5]2[CH:20]=[CH:21][C:2]([F:1])=[CH:3][CH:4]=2)[C:8](=[O:19])[CH2:9]1)([CH3:18])[CH3:14]. Procedure details: To a solution of 1-(4-fluorobenzyl)-4-(1-methyl-1-nitroethyl)piperidin-2-one (1.05 g, 3.57 mmol) in degassed ethanol (75 mL) was added Raney Nickel (2 g of a 50% by weight slurry in water). The reaction mixture was shaken under 55 psi of hydrogen fro 4 hours. The reaction mixture was filtered through a bed a celite, then concentrated under vacuum to give an oil that solidified on standing. The solid was triturated in ether and collected by filtration to give the title compound. 1H NMR (400 MHz, ... Starting materials: O[Li].O (LiOH.H2O), OO (H2O2), C(#N)C[C@@H]1C=2C=3C(=NC=NC3SC2CC1)OC1CCC(CC1)(C)NC(OC(C)(C)C)=O (tert-butyl N-(4-[[(3R)-3-(cyanomethyl)-7-thia-9,11-diazatricyclo[6.4.0.0[2,6]]dodeca-1(8),2(6),9,11-tetraen-12-yl]oxy]-1-methylcyclohexyl)carbamate). The solvent is CO (methanol). As a reaction SMILES: [C:1]([CH2:3][C@H:4]1[CH2:15][CH2:14][C:13]2[S:12][C:11]3[N:10]=[CH:9][N:8]=[C:7]([O:16][CH:17]4[CH2:22][CH2:21][C:20]([NH:24][C:25](=[O:31])[O:26][C:27]([CH3:30])([CH3:29])[CH3:28])([CH3:23])[CH2:19][CH2:18]4)[C:6]=3[C:5]1=2)#[N:2].[OH:32][Li].O.OO>CO>[C:1]([CH2:3][C@H:4]1[CH2:15][CH2:14][C:13]2[S:12][C:11]3[N:10]=[CH:9][N:8]=[C:7]([O:16][CH:17]4[CH2:18][CH2:19][C:20]([NH:24][C:25](=[O:31])[O:26][C:27]([CH3:30])([CH3:29])[CH3:28])([CH3:23])[CH2:21][CH2:22]4)[C:6]=3[C:5]1=2)(=[O:32])[NH2:2] |f:1.2|. Conditions: time 8 hour. Procedure details: A 50-mL round-bottom flask purged and maintained with an inert atmosphere of nitrogen was charged with tert-butyl N-(4-[[(3R)-3-(cyanomethyl)-7-thia-9,11-diazatricyclo[6.4.0.0[2,6]]dodeca-1(8),2(6),9,11-tetraen-12-yl]oxy]-1-methylcyclohexyl)carbamate (600 mg, 1.36 mmol, 1.00 equiv) in methanol (8.0 mL). Then LiOH.H2O (171 mg, 4.08 mmol, 3.00 equiv) and H2O2 (30%, 1.0 mL) were added at 0° C. and the resulting solution was stirred overnight at this temperature. The reaction was then quenched by th... The product is C(N)(=O)C[C@@H]1C=2C=3C(=NC=NC3SC2CC1)OC1CCC(CC1)(C)NC(OC(C)(C)C)=O (tert-butyl N-(4-[[(3R)-3-(carbamoylmethyl)-7-thia-9,11-diazatricyclo[6.4.0.0[2,6]]dodeca-1(8),2(6),9,11-tetraen-12-yl]oxy]-1-methylcyclohexyl)carbamate). Yield: 71.8%.